This data is from the Open Reaction Database (ORD), a public repository of structured organic reaction records. The task is: describe an organic reaction: reactants, conditions, products, and yield Reaction SMILES: [CH3:1][CH:2]([N:4]1[CH2:9][CH2:8][CH:7]([CH2:10][CH:11]2[CH2:16][CH2:15][NH:14][CH2:13][CH2:12]2)[CH2:6][CH2:5]1)[CH3:3].Cl[C:18]1[N:19]=[CH:20][C:21]([C:24]([O:26][CH3:27])=[O:25])=[N:22][CH:23]=1.C(=O)([O-])[O-].[K+].[K+]>C(#N)C>[CH3:3][CH:2]([N:4]1[CH2:9][CH2:8][CH:7]([CH2:10][CH:11]2[CH2:12][CH2:13][N:14]([C:18]3[N:19]=[CH:20][C:21]([C:24]([O:26][CH3:27])=[O:25])=[N:22][CH:23]=3)[CH2:15][CH2:16]2)[CH2:6][CH2:5]1)[CH3:1] |f:2.3.4|. Run in C(C)#N (acetonitrile). Reported procedure: 1-(1-Methylethyl)-4-(4-piperidinylmethyl)piperidine (may be prepared as described in Description 4) (0.50 g), methyl 5-chloro-2-pyrazinecarboxylate (0.575 g) and potassium carbonate (0.615 g) were dissolved in acetonitrile (5 ml) and heated at 120° C. for 5 min in the microwave reactor. The crude mixture was passed through an SCX column (10 g, eluting with methanol [80 ml] then 2 N NH3 in methanol [80 ml]). The basic fractions were evaporated to give the title compound (E2) as a yellow crystalli... Run at temperature 120 celsius. Yields the product CC(C)N1CCC(CC1)CC1CCN(CC1)C=1N=CC(=NC1)C(=O)OC (Methyl 5-(4-{[1-(1-methylethyl)-4-piperidinyl]methyl}-1-piperidinyl)-2-pyrazinecarboxylate). Isolated yield 102.7%. Starting materials: crude mixture, CC(C)N1CCC(CC1)CC1CCNCC1 (1-(1-Methylethyl)-4-(4-piperidinylmethyl)piperidine), ClC=1N=CC(=NC1)C(=O)OC (methyl 5-chloro-2-pyrazinecarboxylate), C([O-])([O-])=O.[K+].[K+] (potassium carbonate).